Dataset: the Open Reaction Database (ORD), a public repository of structured organic reaction records. Task: describe an organic reaction: reactants, conditions, products, and yield Procedure: 1,1-Dimethylethyl (2S)-4-{[4-(acetylamino)-2-methylphenyl]methyl}-2-methyl-1-piperazinecarboxylate (D79) (497 mg, 1.4 mmol) in KOH (1M aq soln., 5 mL) and methanol (5 mL) was heated to 140° C. for 1 h in a microwave reactor. The reaction mixture was diluted with methanol (5 mL) and heated for a total of 4 h 55 minutes at 130° C. in the microwave. The reaction mixture was concentrated to remove the methanol and partitioned between DCM and water. The organic layer was dried and concentrated to giv... Run in [OH-].[K+] (KOH), CO (methanol), CO (methanol). Reaction conditions: temperature 130 celsius. Yields the product NC1=CC(=C(C=C1)CN1C[C@@H](N(CC1)C(=O)OC(C)(C)C)C)C (1,1-Dimethylethyl (2S)-4-[(4-amino-2-methylphenyl)methyl]-2-methyl-1-piperazinecarboxylate). Yield: 49.9%. Reactants: C(C)(=O)NC1=CC(=C(C=C1)CN1C[C@@H](N(CC1)C(=O)OC(C)(C)C)C)C (1,1-Dimethylethyl (2S)-4-{[4-(acetylamino)-2-methylphenyl]methyl}-2-methyl-1-piperazinecarboxylate). As a reaction SMILES: C([NH:4][C:5]1[CH:10]=[CH:9][C:8]([CH2:11][N:12]2[CH2:17][CH2:16][N:15]([C:18]([O:20][C:21]([CH3:24])([CH3:23])[CH3:22])=[O:19])[C@@H:14]([CH3:25])[CH2:13]2)=[C:7]([CH3:26])[CH:6]=1)(=O)C>[OH-].[K+].CO>[NH2:4][C:5]1[CH:10]=[CH:9][C:8]([CH2:11][N:12]2[CH2:17][CH2:16][N:15]([C:18]([O:20][C:21]([CH3:23])([CH3:22])[CH3:24])=[O:19])[C@@H:14]([CH3:25])[CH2:13]2)=[C:7]([CH3:26])[CH:6]=1 |f:1.2|. Product: OCC1=CC=2NC([C@@H](N(C2N=C1)C(C)C)C)=O ((S)-7-(hydroxymethyl)-4-isopropyl-3-methyl-3,4-dihydropyrido[3,2-b]pyrazin-2(1H)-one). The yield is 77.7%. Starting materials: [H-].[Na+] (Sodium hydride), C(C)(C)N1C2=C(NC([C@@H]1C)=O)C=C(C=N2)C(=O)OC ((S)-methyl 4-isopropyl-3-methyl-2-oxo-1,2,3,4-tetrahydropyrido[3,2-b]pyrazine-7-carboxylate), [H-].[H-].[H-].[H-].[Li+].[Al+3] (LiAlH4). Run in C1CCOC1 (THF). Reaction conditions: temperature 0 celsius, time 30 minute. Reaction SMILES: [CH:1]([N:4]1[C@@H:9]([CH3:10])[C:8](=[O:11])[NH:7][C:6]2[CH:12]=[C:13]([C:16](OC)=[O:17])[CH:14]=[N:15][C:5]1=2)([CH3:3])[CH3:2].[H-].[Na+].[H-].[H-].[H-].[H-].[Li+].[Al+3]>C1COCC1>[OH:17][CH2:16][C:13]1[CH:14]=[N:15][C:5]2[N:4]([CH:1]([CH3:2])[CH3:3])[C@@H:9]([CH3:10])[C:8](=[O:11])[NH:7][C:6]=2[CH:12]=1 |f:1.2,3.4.5.6.7.8|. Procedure details: (S)-methyl 4-isopropyl-3-methyl-2-oxo-1,2,3,4-tetrahydropyrido[3,2-b]pyrazine-7-carboxylate (0.649 g, 2.46 mmol) was dissolved in THF (8 mL) and cooled to 0° C. under nitrogen atmosphere. Sodium hydride (60% susp. in mineral oil, 0.112 g, 2.80 mmol) was added in one portion. The reaction mixture was allowed to warm to room temperature and stirred for 30 min. It was then cooled to −50° C. and LiAlH4 (1M in THF, 9.80 mL, 9.80 mmol) was added dropwise over 10 min. The reaction mixture was kept at −... The reactants are Clc1cc(Cl)c(Oc2cccc3c2CC2CC32)nn1, CS(C)=O, [Na+], [OH-]. Yields the product Oc1cc(Cl)nnc1Oc1cccc2c1CC1CC21. Reaction SMILES: [CH2:1]1[CH:2]2[CH:3]1[CH2:4][c:5]1[c:6]([O:11][c:12]3[n:13][n:14][c:15]([Cl:19])[cH:16][c:17]3[Cl:18])[cH:7][cH:8][cH:9][c:10]12.[CH3:22][S:23]([CH3:24])=[O:25].[Na+:21].[OH-:20]>>[CH2:1]1[CH:2]2[CH:3]1[CH2:4][c:5]1[c:6]([O:11][c:12]3[n:13][n:14][c:15]([Cl:19])[cH:16][c:17]3[OH:20])[cH:7][cH:8][cH:9][c:10]12. The reactants are C1(=CC=CC2=CC=CC=C12)C=O (1-Naphthaldehyde), C(C)(=O)[O-].[K+] (potassium acetate), C(C)(=O)OC(C)=O (acetic anhydride). Yields the product C1(=CC=CC2=CC=CC=C12)C(C(=O)O)=C (1-Naphthylacrylic acid). Yield: 58.0%. RXN SMILES: [C:1]1([CH:11]=O)[C:10]2[C:5](=[CH:6][CH:7]=[CH:8][CH:9]=2)[CH:4]=[CH:3][CH:2]=1.[C:13]([O-:16])(=[O:15])C.[K+].[C:18](OC(=O)C)(=O)C>>[C:1]1([C:11](=[CH2:18])[C:13]([OH:16])=[O:15])[C:10]2[C:5](=[CH:6][CH:7]=[CH:8][CH:9]=2)[CH:4]=[CH:3][CH:2]=1 |f:1.2|. Reported procedure: 1-Naphthaldehyde (30.5 g), potassium acetate (38.3 g) and acetic anhydride (36.9 ml) were subjected to reaction and post-treatment in a similar manner to that described in Reference example 14(a) to obtain the title compound (22.4 g, 58%) as a colorless powder. The reactants are O=C1c2cc(Br)ccc2-c2ccc(Br)cc21, CN1CC2CNCC2C1, CC(C)(C)[O-], Cc1ccccc1, [Na+], O=C(C=Cc1ccccc1)C=Cc1ccccc1, O=C(C=Cc1ccccc1)C=Cc1ccccc1, O=C(C=Cc1ccccc1)C=Cc1ccccc1, [Pd], [Pd]. The product is CN1CC2CN(c3ccc4c(c3)C(=O)c3cc(Br)ccc3-4)CC2C1. Reaction SMILES: [Br:10][c:11]1[cH:12][c:13]2[c:21]([cH:22][cH:23]1)-[c:20]1[c:15]([cH:16][c:17]([Br:24])[cH:18][cH:19]1)[C:14]2=[O:25].[CH3:1][N:2]1[CH2:3][CH:4]2[CH2:5][NH:6][CH2:7][CH:8]2[CH2:9]1.[CH3:26][C:27]([CH3:28])([O-:29])[CH3:30].[CH3:32][c:33]1[cH:34][cH:35][cH:36][cH:37][cH:38]1.[Na+:31].[O:41]=[C:42]([CH:43]=[CH:44][c:45]1[cH:46][cH:47][cH:48][cH:49][cH:50]1)[CH:51]=[CH:52][c:53]1[cH:54][cH:55][cH:56][cH:57][cH:58]1.[O:59]=[C:60]([CH:61]=[CH:62][c:63]1[cH:64][cH:65][cH:66][cH:67][cH:68]1)[CH:69]=[CH:70][c:71]1[cH:72][cH:73][cH:74][cH:75][cH:76]1.[O:77]=[C:78]([CH:79]=[CH:80][c:81]1[cH:82][cH:83][cH:84][cH:85][cH:86]1)[CH:87]=[CH:88][c:89]1[cH:90][cH:91][cH:92][cH:93][cH:94]1.[Pd:39].[Pd:40]>>[CH3:1][N:2]1[CH2:3][CH:4]2[CH2:5][N:6]([c:11]3[cH:12][c:13]4[c:21]([cH:22][cH:23]3)-[c:20]3[c:15]([cH:16][c:17]([Br:24])[cH:18][cH:19]3)[C:14]4=[O:25])[CH2:7][CH:8]2[CH2:9]1. The reactants are FC1=C(C(=CC(=C1)F)F)/C=C(/C(=O)OCC)\C (Ethyl E-3-[2,4,6-trifluorophenyl]-2-methyl-propenoate), C([O-])([O-])=O.[K+].[K+] (potassium carbonate), CN(C=1C=C(C=CC1)O)C (3-dimethylaminophenol), ethyl esters, E-3-[2,6-difluoro-4-(3-dimethylaminophenoxy)]-2-methyl-propenoic acid. Solvent: CN(C)C=O (DMF). The product is FC1=C(C(=CC(=C1)F)OC1=CC(=CC=C1)N(C)C)/C=C(/C(=O)O)\C (E-3-[2,4-difluoro-6-(3-dimethylaminophenoxy)-phenyl]-2-methyl-propenoic acid). RXN SMILES: F[C:2]1[CH:7]=[C:6]([F:8])[CH:5]=[C:4]([F:9])[C:3]=1/[CH:10]=[C:11](\[CH3:17])/[C:12]([O:14]CC)=[O:13].C(=O)([O-])[O-].[K+].[K+].[CH3:24][N:25]([CH3:33])[C:26]1[CH:27]=[C:28]([OH:32])[CH:29]=[CH:30][CH:31]=1>CN(C=O)C>[F:9][C:4]1[CH:5]=[C:6]([F:8])[CH:7]=[C:2]([O:32][C:28]2[CH:29]=[CH:30][CH:31]=[C:26]([N:25]([CH3:33])[CH3:24])[CH:27]=2)[C:3]=1/[CH:10]=[C:11](\[CH3:17])/[C:12]([OH:14])=[O:13] |f:1.2.3|. Reported procedure: 11 b/12 b) The ester from 11 a/12 ma, 3 eq. of potassium carbonate and 1.1 eq. of 3-dimethylaminophenol were stirred in DMF at 150° C. for 3 hours. An isomer mixture of the ethyl esters of E-3-[2,6-difluoro-4-(3-dimethylaminophenoxy)]-2-methyl-propenoic acid and E-3-[2,4-difluoro-6-(3-dimethylaminophenoxy)-phenyl]-2-methyl-propenoic acid was isolated. Starting materials: C(C1=CC=CC=C1)OC[C@H]1C[C@@H]2C(=NO[C@H]2C)CO1 ((3S,3aR,5R)-5-[(benzyloxy)methyl]-3-methyl-3,3a,4,5-tetrahydro-7H-pyrano[3,4-c][1,2]oxazole), C(C1=CC=CC=C1)OC[C@H]1C[C@@H]2[C@@](NOC2)(CO1)C1=C(C=C(C=C1)F)F ((3aR,5R,7aS)-5-[(benzyloxy)methyl]-7a-(2,4-difluorophenyl)hexahydro-1H-pyrano[3,4-c][1,2]oxazole). Product: C(C1=CC=CC=C1)OC[C@H]1C[C@@H]2[C@@](NO[C@H]2C)(CO1)C1=C(C=C(C=C1)F)F ((3S,3aR,5R,7aS)-5-[(benzyloxy)methyl]-7a-(2,4-difluorophenyl)-3-methylhexahydro-1H-pyrano[3,4-c][1,2]oxazole). RXN SMILES: [CH2:1]([O:8][CH2:9][C@@H:10]1[O:19][CH2:18][C:13]2=[N:14][O:15][C@@H:16]([CH3:17])[C@@H:12]2[CH2:11]1)[C:2]1[CH:7]=[CH:6][CH:5]=[CH:4][CH:3]=1.C(OC[C@@H]1OC[C@]2([C:38]3[CH:43]=[CH:42][C:41]([F:44])=[CH:40][C:39]=3[F:45])NOC[C@@H]2C1)C1C=CC=CC=1>>[CH2:1]([O:8][CH2:9][C@@H:10]1[O:19][CH2:18][C@:13]2([C:38]3[CH:43]=[CH:42][C:41]([F:44])=[CH:40][C:39]=3[F:45])[NH:14][O:15][C@@H:16]([CH3:17])[C@@H:12]2[CH2:11]1)[C:2]1[CH:7]=[CH:6][CH:5]=[CH:4][CH:3]=1. Reported procedure: The product, obtained as a yellow oil, was prepared from (3S,3aR,5R)-5-[(benzyloxy)methyl]-3-methyl-3,3a,4,5-tetrahydro-7H-pyrano[3,4-c][1,2]oxazole (C16) according to the general procedure for the synthesis of (3aR,5R,7aS)-5-[(benzyloxy)methyl]-7a-(2,4-difluorophenyl)hexahydro-1H-pyrano[3,4-c][1,2]oxazole (C5) in Preparation P1. Yield: 21.5 g, 57.2 mmol, 48%. LCMS m/z 376.2 [M+H+]. 1H NMR (400 MHz, CDCl3) δ 7.98 (ddd, J=9.1, 9.1, 6.8 Hz, 1H), 7.28-7.40 (m, 5H), 6.87-6.93 (m, 1H), 6.80 (ddd, J=1... The reactants are BrC(Br)(Br)Br, Cc1cc(CO)cnc1N(C(=O)OC(C)(C)C)C(=O)OC(C)(C)C, ClCCl, c1ccc(P(c2ccccc2)c2ccccc2)cc1. Yields the product Cc1cc(CBr)cnc1N(C(=O)OC(C)(C)C)C(=O)OC(C)(C)C. Reaction SMILES: [Br:20][C:21]([Br:22])([Br:23])[Br:24].[C:25]([CH3:26])([CH3:27])([CH3:28])[O:29][C:30](=[O:31])[N:32]([C:33](=[O:34])[O:35][C:36]([CH3:37])([CH3:38])[CH3:39])[c:40]1[n:41][cH:42][c:43]([CH2:47][OH:48])[cH:44][c:45]1[CH3:46].[Cl:49][CH2:50][Cl:51].[c:1]1([P:2]([c:3]2[cH:4][cH:5][cH:6][cH:7][cH:8]2)[c:9]2[cH:10][cH:11][cH:12][cH:13][cH:14]2)[cH:15][cH:16][cH:17][cH:18][cH:19]1>>[CH2:21]([Br:24])[c:43]1[cH:42][n:41][c:40]([N:32]([C:30]([O:29][C:25]([CH3:26])([CH3:27])[CH3:28])=[O:31])[C:33](=[O:34])[O:35][C:36]([CH3:37])([CH3:38])[CH3:39])[c:45]([CH3:46])[cH:44]1. The product is FC1=C(C(=CC=C1)F)N1C(C=CC2=C1N=C(N=C2C2=C(C=C(C=C2)F)C)OCCN)=O (8-(2,6-Difluorophenyl)-4-(4-fluoro-2-methylphenyl)-2-(2-aminoethoxy)-8H-pyrido[2,3-d]pyrimidin-7-one). RXN SMILES: [F:1][C:2]1[CH:7]=[CH:6][CH:5]=[C:4]([F:8])[C:3]=1[N:9]1[C:14]2[N:15]=[C:16]([O:27][CH2:28][CH2:29][NH:30]C(OC(C)(C)C)=O)[N:17]=[C:18]([C:19]3[CH:24]=[CH:23][C:22]([F:25])=[CH:21][C:20]=3[CH3:26])[C:13]=2[CH:12]=[CH:11][C:10]1=[O:38].C(O)(C(F)(F)F)=O>C(Cl)Cl>[F:1][C:2]1[CH:7]=[CH:6][CH:5]=[C:4]([F:8])[C:3]=1[N:9]1[C:14]2[N:15]=[C:16]([O:27][CH2:28][CH2:29][NH2:30])[N:17]=[C:18]([C:19]3[CH:24]=[CH:23][C:22]([F:25])=[CH:21][C:20]=3[CH3:26])[C:13]=2[CH:12]=[CH:11][C:10]1=[O:38]. Procedure: The product of Example 130 (1 g, 1.9 mmol) was dissolved in CH2Cl2 (8 mL) and stirred under Ar in an ice bath. A chilled solution of 25% TFA in CH2Cl2 (40 mL) was added, and the mixture was stirred for 45 min at 0° C. The solvents were removed in vacuo, and the residue was partitioned between EtOAc and a saturated NaHCO3 solution. The organic phase was washed with H2O, satd aq NaCl, dried over anhyd Na2SO4, filtered and evaporated to give the crude product. Flash chromatography eluted with 0-10%... Solvent: C(Cl)Cl (CH2Cl2), C(Cl)Cl (CH2Cl2). The reactants are FC1=C(C(=CC=C1)F)N1C(C=CC2=C1N=C(N=C2C2=C(C=C(C=C2)F)C)OCCNC(=O)OC(C)(C)C)=O (8-(2,6-Difluorophenyl)-4-(4-fluoro-2-methylphenyl)-2-[2-(tert-butoxycarbonylamino)ethoxy]-8H-pyrido[2,3-d]pyrimidin-7-one), C(=O)(C(F)(F)F)O (TFA). Reactants: C(C)S (Ethanethiol), CC1=C(C(N(CO1)C(C(C=C)=O)(C)C)=O)C1=CC=CC=C1 (4-(2,3-dihydro-6-methyl-4-oxo-5-phenyl-4H-1,3-oxazin-3-yl)-4-methylpent-1-en-3-one), C([O-])([O-])=O.[K+].[K+] (potassium carbonate). Solvent: CN(C=O)C (N,N-dimethylformamide). Reaction conditions: temperature 20 celsius, time 8 hour. Product: C(C)SCCC(C(C)(C)N1COC(=C(C1=O)C1=CC=CC=C1)C)=O (5-ethylthio-2-(2,3-dihydro-6-methyl-4-oxo-5-phenyl-4H-1,3-oxazin-3-yl)-2-methylpentan-3-one). RXN SMILES: [CH2:1]([SH:3])[CH3:2].[CH3:4][C:5]1[O:10][CH2:9][N:8]([C:11]([CH3:17])([CH3:16])[C:12](=[O:15])[CH:13]=[CH2:14])[C:7](=[O:18])[C:6]=1[C:19]1[CH:24]=[CH:23][CH:22]=[CH:21][CH:20]=1.C(=O)([O-])[O-].[K+].[K+]>CN(C)C=O>[CH2:1]([S:3][CH2:14][CH2:13][C:12](=[O:15])[C:11]([N:8]1[C:7](=[O:18])[C:6]([C:19]2[CH:24]=[CH:23][CH:22]=[CH:21][CH:20]=2)=[C:5]([CH3:4])[O:10][CH2:9]1)([CH3:17])[CH3:16])[CH3:2] |f:2.3.4|. Procedure details: Ethanethiol (0.0389 ml) was added to a mixture of 4-(2,3-dihydro-6-methyl-4-oxo-5-phenyl-4H-1,3-oxazin-3-yl)-4-methylpent-1-en-3-one (100 mg) and potassium carbonate (4.85 mg) in N,N-dimethylformamide, and then stirred overnight at 20° C., and for 24 hours at 40° C. The mixture was purified by silica gel column chromatography eluting with isohexane/ethyl acetate (4:1) to give 5-ethylthio-2-(2,3-dihydro-6-methyl-4-oxo-5-phenyl-4H-1,3-oxazin-3-yl)-2-methylpentan-3-one (Compound 1083, 45 mg), NMR 1...